This data is from the Open Reaction Database (ORD), a public repository of structured organic reaction records. The task is: describe an organic reaction: reactants, conditions, products, and yield The reactants are CC1=NC2(CCOc3ccc(N)cc32)N=C1N, CCN=C=NCCCN(C)C, O=C(O)c1ccc(Cl)cn1, ClCCl, Cl, Cl, CN(C)C=O. The product is CC1=NC2(CCOc3ccc(NC(=O)c4ccc(Cl)cn4)cc32)N=C1N. Reaction SMILES: [CH3:23][C:24]1=[N:38][C:27]2([N:26]=[C:25]1[NH2:39])[CH2:28][CH2:29][O:30][c:31]1[cH:32][cH:33][c:34]([NH2:37])[cH:35][c:36]12.[CH3:2][N:3]([CH3:4])[CH2:5][CH2:6][CH2:7][N:8]=[C:9]=[N:10][CH2:11][CH3:12].[Cl:13][c:14]1[cH:15][cH:16][c:17]([C:20](=[O:21])[OH:22])[n:18][cH:19]1.[Cl:41][CH2:42][Cl:43].[ClH:1].[ClH:40].[O:44]=[CH:45][N:46]([CH3:47])[CH3:48]>>[Cl:13][c:14]1[cH:15][cH:16][c:17]([C:20](=[O:22])[NH:37][c:34]2[cH:33][cH:32][c:31]3[c:36]([cH:35]2)[C:27]2([N:26]=[C:25]([NH2:39])[C:24]([CH3:23])=[N:38]2)[CH2:28][CH2:29][O:30]3)[n:18][cH:19]1. The reactants are ( c ), CC1=CC=CC2=C1CC1=C(CC2CC(=O)OCC)C=CC(=C1)OCCCNC1=NC=CC=C1 (ethyl (±)-10,11-dihydro-6-methyl-3-[3-(pyridin-2-ylamino)-1-propyloxy]-5H-dibenzo[a,d]cycloheptene-10-acetate), N1=C(C=CC=C1)NCCCOC=1C=CC2=C(CC3=C([C@H](C2)CC(=O)OCC)C=CC=C3)C1 (ethyl (R)-10,11-dihydro-3-[3-(pyridin-2-ylamino)-1-propyloxy]-5H-dibenzo[a,d]cycloheptene-10-acetate). The product is CC1=CC=CC2=C1CC1=C(CC2CC(=O)O)C=CC(=C1)OCCCNC1=NC=CC=C1 ((±)-10,11-Dihydro-6-methyl-3-[3-(pyridin-2-ylamino)-1-propyloxy]-5H-dibenzo[a,d]cycloheptene-10-acetic acid). RXN SMILES: [CH3:1][C:2]1[C:7]2[CH2:8][C:9]3[CH:22]=[C:21]([O:23][CH2:24][CH2:25][CH2:26][NH:27][C:28]4[CH:33]=[CH:32][CH:31]=[CH:30][N:29]=4)[CH:20]=[CH:19][C:10]=3[CH2:11][CH:12]([CH2:13][C:14]([O:16]CC)=[O:15])[C:6]=2[CH:5]=[CH:4][CH:3]=1.N1C=CC=CC=1NCCCOC1C=CC2C[C@H](CC(OCC)=O)C3C=CC=CC=3CC=2C=1>>[CH3:1][C:2]1[C:7]2[CH2:8][C:9]3[CH:22]=[C:21]([O:23][CH2:24][CH2:25][CH2:26][NH:27][C:28]4[CH:33]=[CH:32][CH:31]=[CH:30][N:29]=4)[CH:20]=[CH:19][C:10]=3[CH2:11][CH:12]([CH2:13][C:14]([OH:16])=[O:15])[C:6]=2[CH:5]=[CH:4][CH:3]=1. Reported procedure: According to the procedure of Example 6 (c), except substituting ethyl (±)-10,11-dihydro-6-methyl-3-[3-(pyridin-2-ylamino)-1-propyloxy]-5H-dibenzo[a,d]cycloheptene-10-acetate for the ethyl (R)-10,11-dihydro-3-[3-(pyridin-2-ylamino)-1-propyloxy]-5H-dibenzo[a,d]cycloheptene-10-acetate, the title compound was obtained as a white solid: MS (ES) m/e 417.3 (M+H)+. Anal. Calcd for C26H28N2O3.1.25 H2O: C, 71.13; H, 7.02; N, 6.38. Found: C, 71.33; H, 6.67; N, 6.01. Reactants: C(C)(C)(C)OC(=O)N1CC(C1)NC(CCCCl)=O (3-(4-chlorobutyrylamino)azetidine-1-carboxylic acid tert-butyl ester), [H-].[Na+] (NaH). Run in CN(C)C=O (DMF). Run at time 2 hour. Yields the product C(C)(C)(C)OC(=O)N1CC(C1)N1C(CCC1)=O (3-(2-Oxopyrrolidin-1-yl)azetidine-1-carboxylic acid tert-butyl ester). The yield is 35.4%. RXN SMILES: [C:1]([O:5][C:6]([N:8]1[CH2:11][CH:10]([NH:12][C:13](=[O:18])[CH2:14][CH2:15][CH2:16]Cl)[CH2:9]1)=[O:7])([CH3:4])([CH3:3])[CH3:2].[H-].[Na+]>CN(C=O)C>[C:1]([O:5][C:6]([N:8]1[CH2:11][CH:10]([N:12]2[CH2:16][CH2:15][CH2:14][C:13]2=[O:18])[CH2:9]1)=[O:7])([CH3:4])([CH3:3])[CH3:2] |f:1.2|. Procedure details: A solution of 3-(4-chlorobutyrylamino)azetidine-1-carboxylic acid tert-butyl ester (1.04 g, 3.76 mmol) in DMF (15 mL) was cooled to 0° C. before the addition of NaH (180 mg, 4.51 mmol). The resulting mixture was allowed to stir for 2 h then quenched with H2O and extracted with EtOAc. The organic phase was washed with H2O and brine, then dried (Na2SO4) and concentrated in vacuo. The resulting residue was purified by column chromatography (Si—PCC, EtOAc:cyclohexane, 20-100%) affording 3-(2-Oxopyrr... Reactants: FC1=C(C=C(C=C1)C=1C=C2C=CNC2=CC1)C=O (5-(4-fluoro-3-formylphenyl)-1H-indole), NCCN1CCCC1 (1-(2-aminoethyl)pyrrolidine), C(C)(=O)O[BH-](OC(C)=O)OC(C)=O.[Na+] (Sodium triacetoxyborohydride), C([O-])(O)=O.[Na+] (sodium bicarbonate). Run in ClCCCl (1,2-dichloroethane), C(C)(=O)O (acetic acid), ClCCl (dichloromethane). Run at time 8 hour. Yields the product FC1=C(CNCCN2CCCC2)C=C(C=C1)C=1C=C2C=CNC2=CC1 ([2-Fluoro-5-(1H-indol-5-yl)-benzyl]-(2-pyrrolidin-1-yl-ethyl)-amine). Yield: 31.8%. As a reaction SMILES: C(O[BH-](OC(=O)C)OC(=O)C)(=O)C.[Na+].[F:15][C:16]1[CH:21]=[CH:20][C:19]([C:22]2[CH:23]=[C:24]3[C:28](=[CH:29][CH:30]=2)[NH:27][CH:26]=[CH:25]3)=[CH:18][C:17]=1[CH:31]=O.[NH2:33][CH2:34][CH2:35][N:36]1[CH2:40][CH2:39][CH2:38][CH2:37]1.C(=O)(O)[O-].[Na+]>ClCCCl.ClCCl.C(O)(=O)C>[F:15][C:16]1[CH:21]=[CH:20][C:19]([C:22]2[CH:23]=[C:24]3[C:28](=[CH:29][CH:30]=2)[NH:27][CH:26]=[CH:25]3)=[CH:18][C:17]=1[CH2:31][NH:33][CH2:34][CH2:35][N:36]1[CH2:40][CH2:39][CH2:38][CH2:37]1 |f:0.1,4.5|. Procedure details: Sodium triacetoxyborohydride (530 g, 2.51 mmol) and then enough acetic acid to bring the pH to 5 were added to a solution of 5-(4-fluoro-3-formylphenyl)-1H-indole (200 mg, 0.84 mmol) and 1-(2-aminoethyl)pyrrolidine (191 mg, 1.67 mmol) in 15 mL of 1,2-dichloroethane. The mixture was stirred at ambient temperature overnight, and then it was diluted with dichloromethane, and neutralized with the careful addition of saturated sodium bicarbonate solution. The layers were separated and the aqueous pha... The reactants are CCCCCCCCCCCC, O=C1CCCCC1, OCC=Cc1ccccc1. Product: O=CC=Cc1ccccc1. RXN SMILES: [CH3:18][CH2:19][CH2:20][CH2:21][CH2:22][CH2:23][CH2:24][CH2:25][CH2:26][CH2:27][CH2:28][CH3:29].[O:11]=[C:12]1[CH2:13][CH2:14][CH2:15][CH2:16][CH2:17]1.[OH:1][CH2:2][CH:3]=[CH:4][c:5]1[cH:6][cH:7][cH:8][cH:9][cH:10]1>>[O:1]=[CH:2][CH:3]=[CH:4][c:5]1[cH:6][cH:7][cH:8][cH:9][cH:10]1. The reactants are O=C([O-])[O-], CS(C)=O, COC(=O)c1cc[nH]c1, Clc1ccc2ccccc2n1, [K+], [K+], O. Yields the product COC(=O)c1ccn(-c2ccc3ccccc3n2)c1. RXN SMILES: [C:1](=[O:2])([O-:3])[O-:4].[CH3:28][S:29](=[O:30])[CH3:31].[CH3:7][O:8][C:9](=[O:10])[c:11]1[cH:12][nH:13][cH:14][cH:15]1.[Cl:16][c:17]1[n:18][c:19]2[cH:20][cH:21][cH:22][cH:23][c:24]2[cH:25][cH:26]1.[K+:5].[K+:6].[OH2:27]>>[CH3:7][O:8][C:9](=[O:10])[c:11]1[cH:12][n:13](-[c:17]2[n:18][c:19]3[cH:20][cH:21][cH:22][cH:23][c:24]3[cH:25][cH:26]2)[cH:14][cH:15]1.